Dataset: the Open Reaction Database (ORD), a public repository of structured organic reaction records. Task: describe an organic reaction: reactants, conditions, products, and yield Starting materials: 2,4,7-trisubstituted pyrido-pyrimidine, Amide, amide, NC(=O)N (urea), Cl (HCl), ( I ), C(#N)C1=NC=C(C=C1[N+](=O)[O-])Br (2-cyano-3-nitro-5-bromopyridine), [OH-].[Na+] (NaOH). Reagents/catalysts: [Ni] (Raney Nickel). Solvent: O (H2O), C(C)O (ethanol). The product is N1=CN=CC2=C1C=CC=N2 (pyrido-pyrimidine). RXN SMILES: [C:1]([C:3]1[C:8]([N+:9]([O-])=O)=[CH:7][C:6](Br)=[CH:5][N:4]=1)#[N:2].[OH-].[Na+].Cl.N[C:17](N)=O>[Ni].O.C(O)C>[N:9]1[C:8]2[CH:7]=[CH:6][CH:5]=[N:4][C:3]=2[CH:1]=[N:2][CH:17]=1 |f:1.2|. Procedure: In another embodiment, Scheme 7B provides the preparation of 2,4,7-trisubstituted pyrido-pyrimidine compounds which are encompassed by formula (I), where X is N, Y and Z are CH, and R1, R3, and R6 are H. Specifically, 2-cyano-3-nitro-5-bromopyridine [CC1] is converted to the corresponding amide [DD1] using Raney Nickel and H2. Desirably, the reaction is performed in the presence of ethanol for about 14-20 h. Amide [DD1] is then converted to the corresponding acid [EE1] using NaOH (5 eq) and H2O ... Starting materials: N1=CC(=CC=C1)C=CC(=O)O (3-(3-pyridyl)-acrylic acid), C1=CN(C=N1)C(=O)N2C=CN=C2 (CDI), OC(CCCCCN)(C1=CC=CC=C1)C1=CC=CC=C1 (6-hydroxy-6,6-diphenyl-hexylamine). The solvent is C1CCOC1 (THF). Yields the product OC(CCCCCNC(C=CC=1C=NC=CC1)=O)(C1=CC=CC=C1)C1=CC=CC=C1 (N-(6-hydroxy-6,6-diphenyl-hexyl)-3-pyridin-3-yl-acrylamide). RXN SMILES: [N:1]1[CH:6]=[CH:5][CH:4]=[C:3]([CH:7]=[CH:8][C:9]([OH:11])=O)[CH:2]=1.C1N=CN(C(N2C=NC=C2)=O)C=1.[OH:24][C:25]([C:38]1[CH:43]=[CH:42][CH:41]=[CH:40][CH:39]=1)([C:32]1[CH:37]=[CH:36][CH:35]=[CH:34][CH:33]=1)[CH2:26][CH2:27][CH2:28][CH2:29][CH2:30][NH2:31]>C1COCC1>[OH:24][C:25]([C:38]1[CH:43]=[CH:42][CH:41]=[CH:40][CH:39]=1)([C:32]1[CH:33]=[CH:34][CH:35]=[CH:36][CH:37]=1)[CH2:26][CH2:27][CH2:28][CH2:29][CH2:30][NH:31][C:9](=[O:11])[CH:8]=[CH:7][C:3]1[CH:2]=[N:1][CH:6]=[CH:5][CH:4]=1. Procedure: Batch size: 3.2 g (21.6 mmol) 3-(3-pyridyl)-acrylic acid, 3.85 g (23.8 mmol) CDI and 4.2 g (25.9 mmol) 6-hydroxy-6,6-diphenyl-hexylamine in 60 ml abs. THF. Reactants: CN(C)C=Cc1ccc([N+](=O)[O-])c2ccoc12, CN(C)C=O, CCOCC, NOS(=O)(=O)O. Product: N#CCc1ccc([N+](=O)[O-])c2ccoc12. RXN SMILES: [CH3:1][N:2]([CH:3]=[CH:4][c:5]1[cH:6][cH:7][c:8]([N+:14](=[O:15])[O-:16])[c:9]2[cH:10][cH:11][o:12][c:13]12)[CH3:17].[CH3:24][N:25]([CH3:26])[CH:27]=[O:28].[CH3:29][CH2:30][O:31][CH2:32][CH3:33].[NH2:18][O:19][S:20]([OH:21])(=[O:22])=[O:23]>>[N:2]#[C:3][CH2:4][c:5]1[cH:6][cH:7][c:8]([N+:14](=[O:15])[O-:16])[c:9]2[cH:10][cH:11][o:12][c:13]12. The reactants are COC(=O)C1=C(C(=NC2=CC=C(C=C12)F)C1=CC=C(C=C1)I)N (3-amino-6-fluoro-2-(4-iodophenyl)-4-quinolinecarboxylic acid methyl ester), C([O-])([O-])=O.[Na+].[Na+] (sodium carbonate), N1=CC(=CC=C1)B(O)O (3-pyridine boronic acid). Reagents/catalysts: OO (hydrogen peroxide), [Pd].C1(=CC=CC=C1)P(C1=CC=CC=C1)C1=CC=CC=C1.C1(=CC=CC=C1)P(C1=CC=CC=C1)C1=CC=CC=C1.C1(=CC=CC=C1)P(C1=CC=CC=C1)C1=CC=CC=C1.C1(=CC=CC=C1)P(C1=CC=CC=C1)C1=CC=CC=C1 (tetrakis(triphenylphosphine) palladium). The solvent is O1CCCC1 (tetrahydrofuran), C1(=CC=CC=C1)C (toluene), C(C)O (ethanol). Conditions: temperature 20 celsius. Yields the product COC(=O)C1=C(C(=NC2=CC=C(C=C12)F)C1=CC=C(C=C1)C=1C=NC=CC1)N (3-Amino-6-fluoro-2-[4-(3-pvridinyl)-phenyl]-4-quinolinecarboxylic acid methyl ester), crystals. Reaction SMILES: [CH3:1][O:2][C:3]([C:5]1[C:14]2[C:9](=[CH:10][CH:11]=[C:12]([F:15])[CH:13]=2)[N:8]=[C:7]([C:16]2[CH:21]=[CH:20][C:19](I)=[CH:18][CH:17]=2)[C:6]=1[NH2:23])=[O:4].C(=O)([O-])[O-].[Na+].[Na+].[N:30]1[CH:35]=[CH:34][CH:33]=[C:32](B(O)O)[CH:31]=1>O1CCCC1.C1(C)C=CC=CC=1.C(O)C.OO.[Pd].C1(P(C2C=CC=CC=2)C2C=CC=CC=2)C=CC=CC=1.C1(P(C2C=CC=CC=2)C2C=CC=CC=2)C=CC=CC=1.C1(P(C2C=CC=CC=2)C2C=CC=CC=2)C=CC=CC=1.C1(P(C2C=CC=CC=2)C2C=CC=CC=2)C=CC=CC=1>[CH3:1][O:2][C:3]([C:5]1[C:14]2[C:9](=[CH:10][CH:11]=[C:12]([F:15])[CH:13]=2)[N:8]=[C:7]([C:16]2[CH:21]=[CH:20][C:19]([C:32]3[CH:31]=[N:30][CH:35]=[CH:34][CH:33]=3)=[CH:18][CH:17]=2)[C:6]=1[NH2:23])=[O:4] |f:1.2.3,9.10.11.12.13|. Procedure details: To a degassed solution of 0.39 g of 3-amino-6-fluoro-2-(4-iodophenyl)-4-quinolinecarboxylic acid methyl ester and 0.035 g of tetrakis(triphenylphosphine) palladium in 10 ml of tetrahydrofuran and 10 ml toluene was added 1.0 ml of 2M aqueous sodium carbonate followed by a solution of 0.148 g of 3-pyridine boronic acid in 2 ml of ethanol. The mixture was stirred at reflux under argon for 5 hours and then cooled to 20° C. Two drops of 30% hydrogen peroxide were added and the mixture stirred for 30 ... Starting materials: ClC(Cl)Cl, [Ca+2], O=C(OO)c1cccc(Cl)c1, C=C1C(Cc2ccc(Cl)cc2)CCCCC1(C)C, [OH-], [OH-]. The product is CC1(C)CCCCC(Cc2ccc(Cl)cc2)C12CO2. RXN SMILES: [CH:33]([Cl:34])([Cl:35])[Cl:36].[Ca+2:31].[Cl:19][c:20]1[cH:21][cH:22][cH:23][c:24]([C:25]([O:26][OH:28])=[O:27])[cH:29]1.[Cl:1][c:2]1[cH:3][cH:4][c:5]([CH2:6][CH:7]2[CH2:8][CH2:9][CH2:10][CH2:11][C:12]([CH3:15])([CH3:16])[C:13]2=[CH2:14])[cH:17][cH:18]1.[OH-:30].[OH-:32]>>[Cl:1][c:2]1[cH:3][cH:4][c:5]([CH2:6][CH:7]2[CH2:8][CH2:9][CH2:10][CH2:11][C:12]([CH3:15])([CH3:16])[C:13]23[CH2:14][O:27]3)[cH:17][cH:18]1. Reactants: CNC(NN)=S (4-methylthiosemicarbazide), C(C(C)(C)C)(=O)Cl (pivaloyl chloride), C(C)=O (acetaldehyde), N1=CC=CC=C1 (pyridine). Solvent: O (water), C1(=CC=CC=C1)C (toluene). Product: CNC=1SC(N(N1)C(C(C)(C)C)=O)C (2-Methylamino-5-methyl-4-pivaloyl-4,5-dihydro-1,3,4-thiadiazole). As a reaction SMILES: [CH3:1][NH:2][C:3](=[S:6])[NH:4][NH2:5].[CH:7](=O)[CH3:8].N1C=CC=CC=1.[C:16](Cl)(=[O:21])[C:17]([CH3:20])([CH3:19])[CH3:18]>O.C1(C)C=CC=CC=1>[CH3:1][NH:2][C:3]1[S:6][CH:7]([CH3:8])[N:5]([C:16](=[O:21])[C:17]([CH3:20])([CH3:19])[CH3:18])[N:4]=1. Reported procedure: A 10.5 g. portion of 4-methylthiosemicarbazide was combined with 4.4 g. of acetaldehyde, and 7.9 g. of pyridine and 200 ml. of toluene were added. The mixture was stirred for a short time, and 12.1 g. of pivaloyl chloride was added slowly with agitation while the temperature of the mixture was held at 20°-25°. The mixture was then stirred at ambient temperature for 3 hours, and 50 ml. of water was added. The layers were separated, and the toluene layer was washed with water and was then concentr... Run at temperature 95 celsius, time 4 hour. Product: C(C)(C)(C)C1=CC=C(C=C1)S(=O)(=O)NC1=NC=NC(=C1OC1=C(C=CC=C1)OC)OCCO (p-t-butyl-N-[6-(2-hydroxyethoxy)-5-(o-methoxyphenoxy)-4-pyrimidinyl]benzenesulfonamide). Procedure details: 886 mg of p-t-butyl-N-[6-chloro-5-(o-methoxyphenoxy)-4-pyrimidinyl]benzenesulfonamide were added to a sodium glycolate solution from 3.0 g of ethylene glycol and 138 mg of sodium. The reaction mixture was stirred at 95° C. under argon for 4 hours. Thereafter, the ethylene glycol was distilled off and the residue was partitioned between ethyl acetate and 1N hydrochloric acid. The organic phase was dried and the solvent was distilled off. The residue was crystallized from diisopropyl ether. There ... Starting materials: C(C)(C)(C)C1=CC=C(C=C1)S(=O)(=O)NC1=NC=NC(=C1OC1=C(C=CC=C1)OC)Cl (p-t-butyl-N-[6-chloro-5-(o-methoxyphenoxy)-4-pyrimidinyl]benzenesulfonamide), C(CO)(=O)[O-].[Na+] (sodium glycolate), [Na] (sodium). Run in C(CO)O (ethylene glycol). RXN SMILES: [C:1]([C:5]1[CH:10]=[CH:9][C:8]([S:11]([NH:14][C:15]2[C:20]([O:21][C:22]3[CH:27]=[CH:26][CH:25]=[CH:24][C:23]=3[O:28][CH3:29])=[C:19](Cl)[N:18]=[CH:17][N:16]=2)(=[O:13])=[O:12])=[CH:7][CH:6]=1)([CH3:4])([CH3:3])[CH3:2].[C:31]([O-])(=[O:34])[CH2:32][OH:33].[Na+].[Na]>C(O)CO>[C:1]([C:5]1[CH:10]=[CH:9][C:8]([S:11]([NH:14][C:15]2[C:20]([O:21][C:22]3[CH:27]=[CH:26][CH:25]=[CH:24][C:23]=3[O:28][CH3:29])=[C:19]([O:33][CH2:32][CH2:31][OH:34])[N:18]=[CH:17][N:16]=2)(=[O:13])=[O:12])=[CH:7][CH:6]=1)([CH3:4])([CH3:3])[CH3:2] |f:1.2,^1:36|. RXN SMILES: [CH2:16]1[O:17][CH2:18][CH2:19][CH2:20]1.[CH3:14][OH:15].[CH3:1][O-:2].[F:4][c:5]1[n:6][cH:7][c:8]([CH3:13])[c:9]([I:12])[c:10]1[CH3:11].[Na+:3]>>[CH3:1][O:2][c:5]1[n:6][cH:7][c:8]([CH3:13])[c:9]([I:12])[c:10]1[CH3:11]. Product: COc1ncc(C)c(I)c1C. Reactants: C1CCOC1, CO, C[O-], Cc1cnc(F)c(C)c1I, [Na+]. Starting materials: O=C(O)c1ccc2nccnc2c1, NC1CCCCC1. Reagents/catalysts: [B-](F)(F)(F)F.CN(C)C(=[N+](C)C)ON1C2=C(C=CC(=C2)Cl)N=N1 (TCTU), CCN(C(C)C)C(C)C (DIPEA). Run in CN(C)C=O (DMF), CN(C)C=O (DMF), CN(C)C=O (DMF), CN(C)C=O (DMF), CN(C)C=O (DMF), CN(C)C=O (DMF). Conditions: temperature 25 celsius, time 2 hour. The product is O=C(NC1CCCCC1)c1ccc2nccnc2c1. Isolated yield 84.4%. As a reaction SMILES: NC1CCCCC1.O=C(O)c1ccc2nccnc2c1.[B-](F)(F)(F)F.CN(C)C(=[N+](C)C)ON1C2=C(C=CC(=C2)Cl)N=N1.CCN(C(C)C)C(C)C.CN(C)C=O>>O=C(NC1CCCCC1)c1ccc2nccnc2c1.